From a dataset of the Open Reaction Database (ORD), a public repository of structured organic reaction records. describe an organic reaction: reactants, conditions, products, and yield Reactants: OC1=C(OCCCC(=O)OCC)C=CC=C1 (ethyl 4-(2-hydroxyphenoxy)butanoate), [H-].[Na+] (sodium hydride), BrCCCBr (1,3-dibromopropane). Run in CN(C)C=O (DMF). Conditions: temperature 0 celsius, time 4 hour. Product: BrCCCOC1=C(OCCCC(=O)OCC)C=CC=C1 (Ethyl 4-(2-(3-bromopropoxy)phenoxy)butanoate). Yield: 60.0%. RXN SMILES: [OH:1][C:2]1[CH:16]=[CH:15][CH:14]=[CH:13][C:3]=1[O:4][CH2:5][CH2:6][CH2:7][C:8]([O:10][CH2:11][CH3:12])=[O:9].[H-].[Na+].[Br:19][CH2:20][CH2:21][CH2:22]Br>CN(C=O)C>[Br:19][CH2:20][CH2:21][CH2:22][O:1][C:2]1[CH:16]=[CH:15][CH:14]=[CH:13][C:3]=1[O:4][CH2:5][CH2:6][CH2:7][C:8]([O:10][CH2:11][CH3:12])=[O:9] |f:1.2|. Procedure details: To a stirred solution of ethyl 4-(2-hydroxyphenoxy)butanoate (5.61 g, 25 mmol) in DMF (25 mL) at 0° C. was slowly added sodium hydride (0.6 g, 25 mmol) and then the solution was left stirring at 0° C. for 4 hours. To a stirred solution at 65-70° C. was added 1,3-dibromopropane (3.80 mL, 37.5 mmol). The resulting solution was continued to stir at 65-70° C. for 3 hours. Normal work-up and purification by silica gel column chromatography gave bromo-compound as a white solid in 60% yield (5.18 g, m.... As a reaction SMILES: [CH3:1][N:2]([CH2:4][C@@H:5]1[CH2:7][C@H:6]1[C:8]1[CH:9]=[C:10]2[C:14](=[CH:15][CH:16]=1)[NH:13][CH:12]=[CH:11]2)[CH3:3].CC(C)([O-])C.[K+].N#C[Br:25]>C1COCC1>[CH3:3][N:2]([CH2:4][CH:5]1[CH2:7][CH:6]1[C:8]1[CH:9]=[C:10]2[C:14](=[CH:15][CH:16]=1)[NH:13][CH:12]=[C:11]2[Br:25])[CH3:1] |f:1.2|. Reaction conditions: time 16 hour. Procedure: A solution of trans N,N-dimethyl-2-(indol-5-yl)cycloprop-1-yl methylamine (75 mg, 0.35 mmol), and potassium t-butoxide (29 mg, 0.35 mmol) in anhydrous THF at 0° C. was stirred at 0° C. for 30 min before cyanogen bromide (37 mg, 0.35 mmol) was added. The reaction was warmed to room temperature and stirred for 16 h. The reaction was concentrated in vacuo, and the residue was dissolved in water, and extracted with ethyl acetate. The organic extracts were dried over anhydrous magnesium sulfate, filt... Isolated yield 97.4%. The solvent is C1CCOC1 (THF). Starting materials: CN(C)C[C@H]1[C@@H](C1)C=1C=C2C=CNC2=CC1 (trans N,N-dimethyl-2-(indol-5-yl)cycloprop-1-yl methylamine), CC(C)([O-])C.[K+] (potassium t-butoxide), N#CBr (cyanogen bromide). Product: CN(C)CC1C(C1)C=1C=C2C(=CNC2=CC1)Br (N,N-dimethyl-2-(3-bromoindol-5-yl)cycloprop-1-yl methylamine).